This data is from the Open Reaction Database (ORD), a public repository of structured organic reaction records. The task is: describe an organic reaction: reactants, conditions, products, and yield Starting materials: N#Cc1ccc(Br)cn1, CN1CCCC1=O, [F-], [K+], O. Product: N#Cc1ccc(F)cn1. As a reaction SMILES: [Br:1][c:2]1[cH:3][cH:4][c:5]([C:8]#[N:9])[n:6][cH:7]1.[CH3:12][N:13]1[CH2:14][CH2:15][CH2:16][C:17]1=[O:18].[F-:10].[K+:11].[OH2:19]>>[c:2]1([F:10])[cH:3][cH:4][c:5]([C:8]#[N:9])[n:6][cH:7]1.